describe an organic reaction: reactants, conditions, products, and yield From a dataset of the Open Reaction Database (ORD), a public repository of structured organic reaction records. The reactants are ClC1=CC(=CC=C1)C(=O)OO (meta-chloroperbenzoic acid), ClC1=CC(=CC=C1)C(=O)OO (meta-chloroperbenzoic acid), OC[C@]12CCC(C=C1CC=C1[C@@H]3CC[C@@H]([C@@]3(C)CC[C@H]21)OC(C(C)(C)C)=O)=O (19-hydroxy-17β-pivaloxyandrosta-4,7-dien-3-one), C(Cl)(Cl)(Cl)Cl (carbon tetrachloride), [OH-].[K+] (potassium hydroxide). Run in C(C)(=O)OCC (ethyl acetate), C(C)(=O)O (acetic acid). Product: 7-hydroxy-8,19-oxido-17β-pivaloxyandrost-4-en-3-one, O[C@]12[C@@H]3CC[C@@H]([C@@]3(C)CC[C@@H]2[C@]2(CCC(C=C2C=C1)=O)CO)OC(C(C)(C)C)=O (8α,19-dihydroxy-17β-pivaloxyandrost-4,6-dien-3-one). Reaction SMILES: [OH:1][CH2:2][C@@:3]12[C@@H:20]3[C:11]([C@H:12]4[C@@:16]([CH2:18][CH2:19]3)([CH3:17])[C@@H:15]([O:21][C:22](=[O:27])[C:23]([CH3:26])([CH3:25])[CH3:24])[CH2:14][CH2:13]4)=[CH:10][CH2:9][C:8]1=[CH:7][C:6](=[O:28])[CH2:5][CH2:4]2.C(Cl)(Cl)(Cl)Cl.ClC1C=CC=C(C(OO)=[O:42])C=1.[OH-].[K+]>C(OCC)(=O)C.C(O)(=O)C>[OH:42][C@:11]12[CH:10]=[CH:9][C:8]3[C@:3]([CH2:2][OH:1])([CH2:4][CH2:5][C:6](=[O:28])[CH:7]=3)[C@H:20]1[CH2:19][CH2:18][C@@:16]1([CH3:17])[C@H:12]2[CH2:13][CH2:14][C@@H:15]1[O:21][C:22](=[O:27])[C:23]([CH3:24])([CH3:26])[CH3:25] |f:3.4|. Procedure details: A solution of 2 g. of 19-hydroxy-17β-pivaloxyandrosta-4,7-dien-3-one in 2000 ml. of carbon tetrachloride was left to stand with 1.5 g. of meta-chloroperbenzoic acid for two and a half days, whereupon an additional 0.5 g. of meta-chloroperbenzoic acid was added. After five days the solution was repeatedly extracted with 2% aqueous potassium hydroxide until the extracts were alkaline. The solution was then extracted with water and evaporated. The residue obtained was treated with 9 ml. of 0.2 N me...